This data is from the Open Reaction Database (ORD), a public repository of structured organic reaction records. The task is: describe an organic reaction: reactants, conditions, products, and yield The reactants are O=C[C@H](O)[C@@H](O)[C@H](O)[C@H](O)CO (glucose), C(CCCCCCCCCCCCCCCCC)N (octadecylamine). Product: C(CCCCCCCCCCCCCCCCC)N[C@H]1[C@H](O)[C@@H](O)[C@H](O)[C@H](O1)CO (N-octadecyl-β-D-glucopyranosylamine). RXN SMILES: O=[CH:2][C@@H:3]([C@H:5]([C@@H:7]([C@@H:9]([CH2:11][OH:12])[OH:10])[OH:8])[OH:6])[OH:4].[CH2:13]([NH2:31])[CH2:14][CH2:15][CH2:16][CH2:17][CH2:18][CH2:19][CH2:20][CH2:21][CH2:22][CH2:23][CH2:24][CH2:25][CH2:26][CH2:27][CH2:28][CH2:29][CH3:30]>>[CH2:13]([NH:31][C@@H:2]1[O:10][C@H:9]([CH2:11][OH:12])[C@@H:7]([OH:8])[C@H:5]([OH:6])[C@H:3]1[OH:4])[CH2:14][CH2:15][CH2:16][CH2:17][CH2:18][CH2:19][CH2:20][CH2:21][CH2:22][CH2:23][CH2:24][CH2:25][CH2:26][CH2:27][CH2:28][CH2:29][CH3:30]. Reported procedure: In the first process step, glucose (a) is reacted with octadecylamine (b) to give N-octadecyl-β-D-glucopyranosylamine (c) which is acylated in the second process step with oleoyl chloride to give N-octadecyl-N-oleoyl β-D-glycopyranosylamine (d). In the third process step, O-sulphonylation is then carried out in position 6 with methanesulphonyl chloride and N-octadecyl-N-oleoyl-(6-O-methylsulphonyl-β-D-glycopyranosyl)-amine (I) is obtained. The reactants are CCC1(CCc2ccc(OC)cc2)CC(O)=C(Cl)C(=O)O1, CC(C)n1c(S)nc2cc(Cl)ccc21. The product is CCC1(CCc2ccc(OC)cc2)CC(O)=C(Sc2nc3cc(Cl)ccc3n2C(C)C)C(=O)O1. RXN SMILES: [Cl:1][C:2]1=[C:7]([OH:8])[CH2:6][C:5]([CH2:9][CH2:10][c:11]2[cH:12][cH:13][c:14]([O:17][CH3:18])[cH:15][cH:16]2)([CH2:19][CH3:20])[O:4][C:3]1=[O:21].[Cl:22][c:23]1[cH:24][c:25]2[c:26]([n:27]([CH:31]([CH3:32])[CH3:33])[c:28]([SH:30])[n:29]2)[cH:34][cH:35]1>>[C:2]1([S:30][c:28]2[n:27]([CH:31]([CH3:32])[CH3:33])[c:26]3[c:25]([cH:24][c:23]([Cl:22])[cH:35][cH:34]3)[n:29]2)=[C:7]([OH:8])[CH2:6][C:5]([CH2:9][CH2:10][c:11]2[cH:12][cH:13][c:14]([O:17][CH3:18])[cH:15][cH:16]2)([CH2:19][CH3:20])[O:4][C:3]1=[O:21].